The task is: describe an organic reaction: reactants, conditions, products, and yield. This data is from the Open Reaction Database (ORD), a public repository of structured organic reaction records. The reactants are C(C=CC1=CC=CC=C1)=O (Cinnamaldehyde), C(C1=CC=CC=C1)N (benzylamine), C(#N)[BH3-].[Na+] (Sodium cyanoborohydride). Run in C(C)(=O)O (acetic acid), CO (methanol). Conditions: time 18 hour. Product: C(C1=CC=CC=C1)NC\C=C\C1=CC=CC=C1 (N-Benzyl-N-(trans-3-phenyl-2-propenyl)amine). Reaction SMILES: [CH:1](=O)[CH:2]=[CH:3][C:4]1[CH:9]=[CH:8][CH:7]=[CH:6][CH:5]=1.[CH2:11]([NH2:18])[C:12]1[CH:17]=[CH:16][CH:15]=[CH:14][CH:13]=1.C([BH3-])#N.[Na+]>C(O)(=O)C.CO>[CH2:11]([NH:18][CH2:1]/[CH:2]=[CH:3]/[C:4]1[CH:9]=[CH:8][CH:7]=[CH:6][CH:5]=1)[C:12]1[CH:17]=[CH:16][CH:15]=[CH:14][CH:13]=1 |f:2.3|. Procedure: Cinnamaldehyde and benzylamine were dissolved in 1% acetic acid in methanol under an atmosphere of dry nitrogen. Sodium cyanoborohydride (~1 equivalent) was added, and stirring was continued for 18 hours at which time the solvent was removed under reduced pressure. The residue was suspended in ether, washed with 5% NaHCO3 and brine, dried over Na2SO4 and concentrated in vacuo to afford the title compound. The reactants are C([O-])([O-])=O.[K+].[K+] (Potassium carbonate), C(C1=CC=CC=C1)Cl (benzyl chloride), OC=1C=C(C=O)C=CC1OCCOC (3-hydroxy-4-(2-methoxyethoxy)benzaldehyde), Example 20-1, Cl (hydrochloric acid). Run in C(C)O (ethanol), O (water), C(C)(=O)OCC (ethyl acetate). Reaction conditions: temperature 90 celsius. Product: C(C1=CC=CC=C1)OC=1C=C(C=O)C=CC1OCCOC (3-(Benzyloxy)-4-(2-methoxyethoxy)benzaldehyde). Yield: 93.0%. RXN SMILES: C(=O)([O-])[O-].[K+].[K+].[CH2:7](Cl)[C:8]1[CH:13]=[CH:12][CH:11]=[CH:10][CH:9]=1.[OH:15][C:16]1[CH:17]=[C:18]([CH:21]=[CH:22][C:23]=1[O:24][CH2:25][CH2:26][O:27][CH3:28])[CH:19]=[O:20].Cl>C(O)C.O.C(OCC)(=O)C>[CH2:7]([O:15][C:16]1[CH:17]=[C:18]([CH:21]=[CH:22][C:23]=1[O:24][CH2:25][CH2:26][O:27][CH3:28])[CH:19]=[O:20])[C:8]1[CH:13]=[CH:12][CH:11]=[CH:10][CH:9]=1 |f:0.1.2|. Procedure details: Potassium carbonate (11.8 g, 85.7 mmol) and benzyl chloride (10 mL, 86.9 mmol) were added to a liquid mixture of 3-hydroxy-4-(2-methoxyethoxy)benzaldehyde described in Production Example 20-1 (12.9 g, 65.9 mmol) in ethanol (130 mL) under nitrogen atmosphere at room temperature, and the mixture was heated under reflux at 90° C. for 2 hours. The mixture was cooled to 0° C. and then 2 M hydrochloric acid, ethyl acetate, and water were added for partition. The organic layer was washed with a saturat...